From a dataset of the Open Reaction Database (ORD), a public repository of structured organic reaction records. describe an organic reaction: reactants, conditions, products, and yield Starting materials: CN1CCC(CC1)N (1-methyl-piperidin-4-ylamine), C[Si](C)(C)N=C=O (trimethylsilylisocyanate). Product: CN1CCC(CC1)NC(=O)N ((1-methyl-piperidin-4-yl)-urea). Reaction SMILES: [CH3:1][N:2]1[CH2:7][CH2:6][CH:5]([NH2:8])[CH2:4][CH2:3]1.C[Si]([N:13]=[C:14]=[O:15])(C)C>>[CH3:1][N:2]1[CH2:7][CH2:6][CH:5]([NH:8][C:14]([NH2:13])=[O:15])[CH2:4][CH2:3]1. Procedure: (1-methyl-piperidin-4-yl)-urea was prepared from 1-methyl-piperidin-4-ylamine and trimethylsilylisocyanate, in analogy to Example 5.0; 1H-NMR (300 MHz, d6-DMSO) 5.86 (1H, d), 5.32 (2H, s), 3.21-3.38 (1H, m), 2.58-2.67 (2H, m), 2.11 (3H, s), 1.88-1.98 (2H, m), 1.65-1.72 (2H, m), 1.22-1.35 (2H, m).